This data is from the Open Reaction Database (ORD), a public repository of structured organic reaction records. The task is: describe an organic reaction: reactants, conditions, products, and yield Product: Cc1cc(N2CC(S(=O)(=O)c3ccc(F)cc3Cl)CC2C(=O)O)n(C2CCC2)n1. RXN SMILES: [CH3:1][O:2][C:3](=[O:4])[CH:5]1[N:6]([c:21]2[n:22]([CH:27]3[CH2:28][CH2:29][CH2:30]3)[n:23][c:24]([CH3:26])[cH:25]2)[CH2:7][CH:8]([S:10](=[O:11])(=[O:12])[c:13]2[c:14]([Cl:20])[cH:15][c:16]([F:19])[cH:17][cH:18]2)[CH2:9]1.[CH3:33][OH:34].[Li+:31].[OH-:32]>>[O:2]=[C:3]([OH:4])[CH:5]1[N:6]([c:21]2[n:22]([CH:27]3[CH2:28][CH2:29][CH2:30]3)[n:23][c:24]([CH3:26])[cH:25]2)[CH2:7][CH:8]([S:10](=[O:11])(=[O:12])[c:13]2[c:14]([Cl:20])[cH:15][c:16]([F:19])[cH:17][cH:18]2)[CH2:9]1. Starting materials: COC(=O)C1CC(S(=O)(=O)c2ccc(F)cc2Cl)CN1c1cc(C)nn1C1CCC1, CO, [Li+], [OH-].